From a dataset of the Open Reaction Database (ORD), a public repository of structured organic reaction records. describe an organic reaction: reactants, conditions, products, and yield The reactants are C(C1=CC=CC=C1)[C@H](C(=O)O)CC[C@@H](C(=O)N[C@@H]1C(N2[C@@H](SCC1)CCC[C@H]2C(=O)OC)=O)CC2=CC=CC=C2 ((2R,5R)-2,5-Dibenzyl-6-((4S,7S,10aS)-7-(methoxycarbonyl)-5-oxooctahydro-2H-pyrido[2,1-b][1,3]thiazepin-4-ylamino)-6-oxohexanoic acid), N[C@@H]1C(N(CCCC1)CCC1=CC=CC=C1)=O ((S)-3-amino-1-phenethylazepan-2-one). The product is C(C1=CC=CC=C1)[C@H](C(=O)N[C@@H]1C(N2[C@@H](SCC1)CCC[C@H]2C(=O)OC)=O)CC[C@@H](C(N[C@@H]2C(N(CCCC2)CCC2=CC=CC=C2)=O)=O)CC2=CC=CC=C2 ((4S,7S,10aS)-Methyl 4-((2R,5R)-2,5-dibenzyl-6-oxo-6-((S)-2-oxo-1-phenethylazepan-3-ylamino)hexanamido)-5-oxooctahydro-2H-pyrido[2,1-b][1,3]thiazepine-7-carboxylate), solid. Isolated yield 20.0%. Reaction SMILES: [CH2:1]([C@@H:8]([CH2:12][CH2:13][C@H:14]([CH2:34][C:35]1[CH:40]=[CH:39][CH:38]=[CH:37][CH:36]=1)[C:15]([NH:17][C@H:18]1[CH2:24][CH2:23][S:22][C@H:21]2[CH2:25][CH2:26][CH2:27][C@@H:28]([C:29]([O:31][CH3:32])=[O:30])[N:20]2[C:19]1=[O:33])=[O:16])[C:9](O)=[O:10])[C:2]1[CH:7]=[CH:6][CH:5]=[CH:4][CH:3]=1.[NH2:41][C@H:42]1[CH2:48][CH2:47][CH2:46][CH2:45][N:44]([CH2:49][CH2:50][C:51]2[CH:56]=[CH:55][CH:54]=[CH:53][CH:52]=2)[C:43]1=[O:57]>>[CH2:34]([C@@H:14]([CH2:13][CH2:12][C@H:8]([CH2:1][C:2]1[CH:3]=[CH:4][CH:5]=[CH:6][CH:7]=1)[C:9](=[O:10])[NH:41][C@H:42]1[CH2:48][CH2:47][CH2:46][CH2:45][N:44]([CH2:49][CH2:50][C:51]2[CH:56]=[CH:55][CH:54]=[CH:53][CH:52]=2)[C:43]1=[O:57])[C:15]([NH:17][C@H:18]1[CH2:24][CH2:23][S:22][C@H:21]2[CH2:25][CH2:26][CH2:27][C@@H:28]([C:29]([O:31][CH3:32])=[O:30])[N:20]2[C:19]1=[O:33])=[O:16])[C:35]1[CH:40]=[CH:39][CH:38]=[CH:37][CH:36]=1. Reported procedure: (4S,7S,10aS)-Methyl 4-((2R,5R)-2,5-dibenzyl-6-oxo-6-((S)-2-oxo-1-phenethylazepan-3-ylamino)hexanamido)-5-oxooctahydro-2H-pyrido[2,1-b][1,3]thiazepine-7-carboxylate was synthesized as described in General Procedure H using Intermediate 23 (7.0 mg, 0.012 mmol) and (S)-3-amino-1-phenethylazepan-2-one (2.9 mg, 0.012 mmol) to give a white solid (2.0 mg, 20% yield). Anal. Calcd. for C45H56N4O6S m/z 780.7. found: 781.7 (M+H)+; 1H NMR (500 MHz, CDCl3) δ ppm 7.31-7.27 (m, 2H), 7.24-7.19 (m, 6H), 7.18-7.1... Reactants: CCCCP(CCCC)CCCC, CC#N, N#C[K], C1COCCOCCOCCOCCOCCO1, O, Cc1cc(CO)ccn1. Yields the product Cc1cc(CC#N)ccn1. As a reaction SMILES: [CH2:31]([P:32]([CH2:33][CH2:34][CH2:35][CH3:36])[CH2:37][CH2:38][CH2:39][CH3:40])[CH2:41][CH2:42][CH3:43].[CH3:44][C:45]#[N:46].[K:10][C:11]#[N:12].[O:13]1[CH2:14][CH2:15][O:16][CH2:17][CH2:18][O:19][CH2:20][CH2:21][O:22][CH2:23][CH2:24][O:25][CH2:26][CH2:27][O:28][CH2:29][CH2:30]1.[OH2:47].[OH:1][CH2:2][c:3]1[cH:4][c:5]([CH3:9])[n:6][cH:7][cH:8]1>>[CH2:2]([c:3]1[cH:4][c:5]([CH3:9])[n:6][cH:7][cH:8]1)[C:11]#[N:12]. Reactants: ClCCl, O=C(Cl)c1cnc(Cl)c(Cl)c1, [NH4+], [OH-], O. The product is NC(=O)c1cnc(Cl)c(Cl)c1. RXN SMILES: [Cl:15][CH2:16][Cl:17].[Cl:1][c:2]1[c:3]([Cl:11])[n:4][cH:5][c:6]([C:7](=[O:8])[Cl:9])[cH:10]1.[NH4+:13].[OH-:12].[OH2:14]>>[Cl:1][c:2]1[c:3]([Cl:11])[n:4][cH:5][c:6]([C:7](=[O:8])[NH2:13])[cH:10]1. Starting materials: C(#N)C1=CC(=C(C=O)C=C1)C=1SC=CC1 (4-cyano-2-(2-thienyl)benzaldehyde), C([O-])([O-])=O.[NH4+].[NH4+] (ammonium carbonate), [C-]#N.[K+] (potassium cyanide), C(C)O.O (ethanol water). Solvent: O (water). Reaction conditions: temperature 85 celsius. Yields the product C(#N)C1=CC(=C(C=C1)N1C(=O)NC(=O)C1)C=1SC=CC1 (4-cyano-2-(2-thienyl)phenyl hydantoin). Reaction SMILES: [C:1]([C:3]1[CH:10]=[CH:9][C:6](C=O)=[C:5]([C:11]2[S:12][CH:13]=[CH:14][CH:15]=2)[CH:4]=1)#[N:2].[C:16](=[O:19])([O-])[O-].[NH4+:20].[NH4+:21].[C-]#N.[K+].[CH2:25]([OH:27])[CH3:26].O>O>[C:1]([C:3]1[CH:10]=[CH:9][C:6]([N:20]2[CH2:26][C:25](=[O:27])[NH:21][C:16]2=[O:19])=[C:5]([C:11]2[S:12][CH:13]=[CH:14][CH:15]=2)[CH:4]=1)#[N:2] |f:1.2.3,4.5,6.7|. Reported procedure: A stirred mixture of 4-cyano-2-(2-thienyl)benzaldehyde (0.50 g, 2.3 mmol), ammonium carbonate (0.90 g, 9.4 mmol) and potassium cyanide (0.30 g, 4.7 mmol) in ethanol-water (1:1, 10 ml) was heated to 85° C. for 16 hours in a sealed vessel. After cooling, the mixture was diluted with water and cautiously acidified to precipitate a brown lumpy solid on standing. The product was filtered and triturated with dichloromethane (10 ml) to give 4-cyano-2-(2-thienyl)phenyl hydantoin as a brown solid, m.p. 1...